This data is from the Open Reaction Database (ORD), a public repository of structured organic reaction records. The task is: describe an organic reaction: reactants, conditions, products, and yield The product is O=Cc1c[nH]nc1-c1ccc([N+](=O)[O-])o1. Starting materials: COC(=O)n1cc(C=O)c(-c2ccc([N+](=O)[O-])o2)n1, Cl, N, C1COCCO1. RXN SMILES: [CH3:1][O:2][C:3](=[O:4])[n:5]1[n:6][c:7](-[c:12]2[o:13][c:14]([N+:17](=[O:18])[O-:19])[cH:15][cH:16]2)[c:8]([CH:10]=[O:11])[cH:9]1.[ClH:21].[NH3:20].[O:22]1[CH2:23][CH2:24][O:25][CH2:26][CH2:27]1>>[nH:5]1[n:6][c:7](-[c:12]2[o:13][c:14]([N+:17](=[O:18])[O-:19])[cH:15][cH:16]2)[c:8]([CH:10]=[O:11])[cH:9]1. Starting materials: COc1ccccc1CNC(=O)c1cc2cc(CC(C)NCC(O[Si](C)(C)C(C)(C)C)c3ccc(O)c(CO)c3)ccc2[nH]1, COc1cccc(OC)c1CN. The product is COc1cccc(OC)c1CNC(=O)c1cc2cc(CC(C)NCC(O[Si](C)(C)C(C)(C)C)c3ccc(O)c(CO)c3)ccc2[nH]1. As a reaction SMILES: [C:1]([CH3:2])([CH3:3])([CH3:4])[Si:5]([O:6][CH:7]([CH2:8][NH:9][CH:10]([CH2:11][c:12]1[cH:13][c:14]2[cH:15][c:16]([C:21](=[O:22])[NH:23][CH2:24][c:25]3[c:26]([O:31][CH3:32])[cH:27][cH:28][cH:29][cH:30]3)[nH:17][c:18]2[cH:19][cH:20]1)[CH3:33])[c:34]1[cH:35][c:36]([CH2:41][OH:42])[c:37]([OH:40])[cH:38][cH:39]1)([CH3:43])[CH3:44].[CH3:45][O:46][c:47]1[cH:48][cH:49][cH:50][c:51]([O:52][CH3:53])[c:54]1[CH2:55][NH2:56]>>[C:1]([CH3:2])([CH3:3])([CH3:4])[Si:5]([O:6][CH:7]([CH2:8][NH:9][CH:10]([CH2:11][c:12]1[cH:13][c:14]2[cH:15][c:16]([C:21](=[O:22])[NH:23][CH2:24][c:25]3[c:26]([O:31][CH3:32])[cH:27][cH:28][cH:29][c:30]3[O:46][CH3:45])[nH:17][c:18]2[cH:19][cH:20]1)[CH3:33])[c:34]1[cH:35][c:36]([CH2:41][OH:42])[c:37]([OH:40])[cH:38][cH:39]1)([CH3:43])[CH3:44]. Starting materials: ClC1=C(C=CC(=C1)SCC#N)O (2-chloro-4-(cyanomethylthio)-phenol), C1(=CC=C(C=C1)S(=O)(=O)O)C.C(CN)N (ethylenediamine p-toluenesulfonate), ClC1=C(C=CC=C1)Cl (1,2-dichlorobenzene), Cl (hydrochloric acid). The solvent is C(C)(C)O (isopropyl alcohol), C(C)(C)O (isopropyl alcohol). Reaction conditions: time 1.5 hour. Product: Cl.ClC1=C(C=CC(=C1)SCC=1NCCN1)O (2-Chloro-4-(((2-imidazolin-2-yl)methyl)thio)-phenol Hydrochloride). RXN SMILES: [Cl:1][C:2]1[CH:7]=[C:6]([S:8][CH2:9][C:10]#[N:11])[CH:5]=[CH:4][C:3]=1[OH:12].C1(C)C=CC(S(O)(=O)=O)=CC=1.[CH2:24](N)[CH2:25][NH2:26].ClC1C=CC=CC=1Cl.Cl>C(O)(C)C>[ClH:1].[Cl:1][C:2]1[CH:7]=[C:6]([S:8][CH2:9][C:10]2[NH:26][CH2:25][CH2:24][N:11]=2)[CH:5]=[CH:4][C:3]=1[OH:12] |f:1.2,6.7|. Procedure details: A mixture of 19.95 g of 2-chloro-4-(cyanomethylthio)-phenol, 23.3 g of ethylenediamine p-toluenesulfonate and 75 ml of 1,2-dichlorobenzene was heated at 160°-175° C. with stirring under a small flow of nitrogen for 1.5 hours. After cooling the reaction mixture, the 1,2-dichlorobenzene was decanted off. The residue was slurried in water and CH2Cl2 and then basified. The CH2Cl2 layer was separated from the mixture and an insoluble gum obtained. The gum was put in solution in isopropyl alcohol, aci... Starting materials: ClCCl, CSCOc1cc(-n2c(=O)cc(C(F)(F)F)n(C)c2=O)c(F)cc1Cl, O=C(OO)c1cccc(Cl)c1. Yields the product Cn1c(C(F)(F)F)cc(=O)n(-c2cc(OCS(C)=O)c(Cl)cc2F)c1=O. Reaction SMILES: [CH2:37]([Cl:38])[Cl:39].[Cl:12][c:13]1[cH:14][c:15]([F:36])[c:16](-[n:23]2[c:24](=[O:35])[n:25]([CH3:34])[c:26]([C:30]([F:31])([F:32])[F:33])[cH:27][c:28]2=[O:29])[cH:17][c:18]1[O:19][CH2:20][S:21][CH3:22].[Cl:1][c:2]1[cH:3][cH:4][cH:5][c:6]([C:7]([O:8][OH:10])=[O:9])[cH:11]1>>[O:9]=[S:21]([CH2:20][O:19][c:18]1[c:13]([Cl:12])[cH:14][c:15]([F:36])[c:16](-[n:23]2[c:24](=[O:35])[n:25]([CH3:34])[c:26]([C:30]([F:31])([F:32])[F:33])[cH:27][c:28]2=[O:29])[cH:17]1)[CH3:22]. Reactants: [Br-], CC#N, COC(=O)COc1ccc(SCc2cc(-c3ccc(C(F)(F)F)cc3)no2)c2c1CCC2, O=C(O)C(F)(F)F, [K+], O. The product is O=C(O)COc1ccc(SCc2cc(-c3ccc(C(F)(F)F)cc3)no2)c2c1CCC2. RXN SMILES: [Br-:40].[C:43](#[N:44])[CH3:45].[CH3:1][O:2][C:3]([CH2:4][O:5][c:6]1[c:7]2[c:11]([c:12]([S:15][CH2:16][c:17]3[cH:18][c:19](-[c:22]4[cH:23][cH:24][c:25]([C:28]([F:29])([F:30])[F:31])[cH:26][cH:27]4)[n:20][o:21]3)[cH:13][cH:14]1)[CH2:10][CH2:9][CH2:8]2)=[O:32].[F:33][C:34]([F:35])([F:36])[C:37]([OH:38])=[O:39].[K+:41].[OH2:42]>>[O:2]=[C:3]([CH2:4][O:5][c:6]1[c:7]2[c:11]([c:12]([S:15][CH2:16][c:17]3[cH:18][c:19](-[c:22]4[cH:23][cH:24][c:25]([C:28]([F:29])([F:30])[F:31])[cH:26][cH:27]4)[n:20][o:21]3)[cH:13][cH:14]1)[CH2:10][CH2:9][CH2:8]2)[OH:32]. The reactants are OC1OCCC(C1)C (2-hydroxy-4-methyltetrahydropyran), CC(CCO)=C (3-methyl-3-buten-1-ol), OC1OCCC(C1)C (2-hydroxy-4-methyltetrahydropyran). Solvent: CCCCCC (hexane). Conditions: temperature 60 celsius, time 1 hour. Product: CC(CCOC1OCCC(C1)C)=C (tetrahydro-2-(3-methyl-3-butenoxy)-4-methyl-2H-pyran). Isolated yield 95.0%. Reaction SMILES: [OH:1][CH:2]1[CH2:7][CH:6]([CH3:8])[CH2:5][CH2:4][O:3]1.[CH3:9][C:10](=[CH2:14])[CH2:11][CH2:12]O>CCCCCC>[CH3:14][C:10](=[CH2:9])[CH2:11][CH2:12][O:1][CH:2]1[CH2:7][CH:6]([CH3:8])[CH2:5][CH2:4][O:3]1. Procedure: A 300-ml three-necked flask equipped with condensor, stirrer and thermometer was charged with 70 g (0.60 mole) of 2-hydroxy-4-methyltetrahydropyran, 52.46 g (0.61 mole) of 3-methyl-3-buten-1-ol, 150 ml of hexane and 3 g of active clay, and the mixture was stirred at 60° C. for 1 hour. Thereafter, the reaction mixture was analyzed by gas chromatography. The chromatogram showed no peak for 2-hydroxy-4-methyltetrahydropyran but showed a new peak. The active clay was filtered off from the reaction m... As a reaction SMILES: [CH2:50]1[O:51][CH2:52][CH2:53][CH2:54]1.[CH2:8]([Li:9])[CH2:10][CH2:11][CH3:12].[CH3:55][CH2:56][O:57][CH2:58][CH3:59].[CH:13]([N-:14][CH:15]([CH3:16])[CH3:17])([CH3:18])[CH3:19].[CH:1]([NH:2][CH:3]([CH3:4])[CH3:5])([CH3:6])[CH3:7].[CH:40](=[O:41])[c:42]1[cH:43][cH:44][cH:45][cH:46][cH:47]1.[Cl-:48].[Li+:20].[NH4+:49].[c:21]1([CH2:27][CH2:28][C:29](=[O:30])[N:31]2[C:32](=[O:39])[O:33][CH2:34][CH:35]2[CH:36]([CH3:37])[CH3:38])[cH:22][cH:23][cH:24][cH:25][cH:26]1>>[c:21]1([CH2:27][CH:28]([C:29](=[O:30])[N:31]2[C:32](=[O:39])[O:33][CH2:34][CH:35]2[CH:36]([CH3:37])[CH3:38])[CH:40]([OH:41])[c:42]2[cH:43][cH:44][cH:45][cH:46][cH:47]2)[cH:22][cH:23][cH:24][cH:25][cH:26]1. Product: CC(C)C1COC(=O)N1C(=O)C(Cc1ccccc1)C(O)c1ccccc1. The reactants are C1CCOC1, [Li]CCCC, CCOCC, CC(C)[N-]C(C)C, CC(C)NC(C)C, O=Cc1ccccc1, [Cl-], [Li+], [NH4+], CC(C)C1COC(=O)N1C(=O)CCc1ccccc1.